This data is from the Open Reaction Database (ORD), a public repository of structured organic reaction records. The task is: describe an organic reaction: reactants, conditions, products, and yield The product is CCc1sc(N2CCN(C(=O)Nc3cccnc3)CC2)nc1-c1ccccc1. The reactants are CCc1sc(N2CCNCC2)nc1-c1ccccc1, CS(C)=O, CCN(C(C)C)C(C)C, O, O=C(Nc1cccnc1)OCC(Cl)(Cl)Cl. RXN SMILES: [CH2:16]([CH3:17])[c:18]1[c:19](-[c:29]2[cH:30][cH:31][cH:32][cH:33][cH:34]2)[n:20][c:21]([N:23]2[CH2:24][CH2:25][NH:26][CH2:27][CH2:28]2)[s:22]1.[CH3:45][S:46]([CH3:47])=[O:48].[CH:35]([N:36]([CH:37]([CH3:38])[CH3:39])[CH2:40][CH3:41])([CH3:42])[CH3:43].[OH2:44].[n:1]1[cH:2][c:3]([NH:7][C:8]([O:9][CH2:10][C:11]([Cl:12])([Cl:13])[Cl:14])=[O:15])[cH:4][cH:5][cH:6]1>>[n:1]1[cH:2][c:3]([NH:7][C:8](=[O:15])[N:26]2[CH2:25][CH2:24][N:23]([c:21]3[n:20][c:19](-[c:29]4[cH:30][cH:31][cH:32][cH:33][cH:34]4)[c:18]([CH2:16][CH3:17])[s:22]3)[CH2:28][CH2:27]2)[cH:4][cH:5][cH:6]1. Reaction SMILES: [CH3:28][O:29][C:30]([CH2:31][CH:32]1[CH2:33][CH2:34][CH:35]([OH:38])[CH2:36][CH2:37]1)=[O:39].[ClH:1].[ClH:2].[ClH:3].[o:4]1[cH:5][cH:6][c:7]2[c:8]([N:13]3[CH2:14][CH2:15][N:16]([CH2:19][CH2:20][CH:21]4[CH2:22][CH2:23][CH:24]([NH2:27])[CH2:25][CH2:26]4)[CH2:17][CH2:18]3)[n:9][cH:10][cH:11][c:12]12>>[o:4]1[cH:5][cH:6][c:7]2[c:8]([N:13]3[CH2:14][CH2:15][N:16]([CH2:19][CH2:20][CH:21]4[CH2:22][CH2:23][CH:24]([NH:27][C:30](=[O:29])[CH2:31][CH:32]5[CH2:33][CH2:34][CH:35]([OH:38])[CH2:36][CH2:37]5)[CH2:25][CH2:26]4)[CH2:17][CH2:18]3)[n:9][cH:10][cH:11][c:12]12. Reactants: COC(=O)CC1CCC(O)CC1, Cl, Cl, Cl, NC1CCC(CCN2CCN(c3nccc4occc34)CC2)CC1. Product: O=C(CC1CCC(O)CC1)NC1CCC(CCN2CCN(c3nccc4occc34)CC2)CC1. Starting materials: C1CNCCNCCNCCN1, COC(OC)N(C)C, c1ccccc1. The product is C1CN2CCN3CCN(CCN1)C23. RXN SMILES: [CH2:1]1[CH2:2][NH:3][CH2:4][CH2:5][NH:6][CH2:7][CH2:8][NH:9][CH2:10][CH2:11][NH:12]1.[CH3:13][O:14][CH:15]([O:16][CH3:17])[N:18]([CH3:19])[CH3:20].[cH:21]1[cH:22][cH:23][cH:24][cH:25][cH:26]1>>[CH2:1]1[CH2:2][NH:3][CH2:4][CH2:5][N:6]2[CH2:7][CH2:8][N:9]3[CH2:10][CH2:11][N:12]1[CH:13]23. The reactants are C(C)OC(C)OC1CC(=O)OC(C(/C=C/C(C(CC1)(C)OC(C)OCC)O)C)\C(=C\C=C\C(CC1C(C(C(CC)OC(C)OCC)C)O1)(C)OC(C)OCC)\C ((8E,12E,14E)-3,6,16,21-tetra(1-ethoxyethoxy)-7-hydroxy-6,10,12,16,20-pentamethyl-18,19-epoxytricosa-8,12,14-trien-11-olide), O (Water), [H-].[Na+] (sodium hydride), C(C)(C)N=C=S (isopropyl isothiocyanate). Solvent: O1CCCC1 (tetrahydrofuran), C(C)(=O)OCC (ethyl acetate), O1CCCC1 (tetrahydrofuran). The product is C(C)OC(C)OC1CC(=O)OC(C(/C=C/C(C(CC1)(C)OC(C)OCC)OC(NC(C)C)=S)C)\C(=C\C=C\C(CC1C(C(C(CC)OC(C)OCC)C)O1)(C)OC(C)OCC)\C ((8E,12E,14E)-3,6,16,21-Tetrakis(1-ethoxyethoxy)-7-(N-isopropylthiocarbamoyloxy)-6,10,12,16,20-pentamethyl-18,19-epoxytricosa-8,12,14-trien-11-olide). The yield is 58.5%. RXN SMILES: [H-].[Na+].[CH2:3]([O:5][CH:6]([O:8][CH:9]1[CH2:21][CH2:20][C:19]([O:23][CH:24]([O:26][CH2:27][CH3:28])[CH3:25])([CH3:22])[CH:18]([OH:29])[CH:17]=[CH:16][CH:15]([CH3:30])[CH:14](/[C:31](/[CH3:58])=[CH:32]/[CH:33]=[CH:34]/[C:35]([O:52][CH:53]([O:55][CH2:56][CH3:57])[CH3:54])([CH3:51])[CH2:36][CH:37]2[O:50][CH:38]2[CH:39]([CH3:49])[CH:40]([O:43][CH:44]([O:46][CH2:47][CH3:48])[CH3:45])[CH2:41][CH3:42])[O:13][C:11](=[O:12])[CH2:10]1)[CH3:7])[CH3:4].[CH:59]([N:62]=[C:63]=[S:64])([CH3:61])[CH3:60].O>O1CCCC1.C(OCC)(=O)C>[CH2:3]([O:5][CH:6]([O:8][CH:9]1[CH2:21][CH2:20][C:19]([O:23][CH:24]([O:26][CH2:27][CH3:28])[CH3:25])([CH3:22])[CH:18]([O:29][C:63](=[S:64])[NH:62][CH:59]([CH3:61])[CH3:60])[CH:17]=[CH:16][CH:15]([CH3:30])[CH:14](/[C:31](/[CH3:58])=[CH:32]/[CH:33]=[CH:34]/[C:35]([O:52][CH:53]([O:55][CH2:56][CH3:57])[CH3:54])([CH3:51])[CH2:36][CH:37]2[O:50][CH:38]2[CH:39]([CH3:49])[CH:40]([O:43][CH:44]([O:46][CH2:47][CH3:48])[CH3:45])[CH2:41][CH3:42])[O:13][C:11](=[O:12])[CH2:10]1)[CH3:7])[CH3:4] |f:0.1|. Procedure: To a suspension of sodium hydride (60% oil dispersion, 2 mg, 0.052 mmol) in tetrahydrofuran (0.5 mL) was added dropwise a solution of (8E,12E,14E)-3,6,16,21-tetra(1-ethoxyethoxy)-7-hydroxy-6,10,12,16,20-pentamethyl-18,19-epoxytricosa-8,12,14-trien-11-olide (19 mg, 0.019 mmol) obtained in Example 3-(2) in tetrahydrofuran (0.5 mL) under ice-cooling and stirring, and the reaction mixture was stirred at room temperature for 10 minutes. Then, isopropyl isothiocyanate (6.6 mg, 0.066 mmol) was added dr... The reactants are C1CCOC1, CNCc1csc(C(C)C)n1, Cl, [H-], [Na+], [Na+], CC(C)C(NC(=O)Oc1ccccc1)C(=O)O, [OH-], O. Yields the product CC(C)c1nc(CN(C)C(=O)NC(C(=O)O)C(C)C)cs1. As a reaction SMILES: [CH2:34]1[O:35][CH2:36][CH2:37][CH2:38]1.[CH3:20][NH:21][CH2:22][c:23]1[n:24][c:25]([CH:28]([CH3:29])[CH3:30])[s:26][cH:27]1.[ClH:31].[H-:2].[Na+:1].[Na+:33].[O:3]([c:4]1[cH:5][cH:6][cH:7][cH:8][cH:9]1)[C:10](=[O:11])[NH:12][CH:13]([CH:14]([CH3:15])[CH3:16])[C:17](=[O:18])[OH:19].[OH-:32].[OH2:39]>>[C:10](=[O:11])([NH:12][CH:13]([CH:14]([CH3:15])[CH3:16])[C:17](=[O:18])[OH:19])[N:21]([CH3:20])[CH2:22][c:23]1[n:24][c:25]([CH:28]([CH3:29])[CH3:30])[s:26][cH:27]1.